From a dataset of the Open Reaction Database (ORD), a public repository of structured organic reaction records. describe an organic reaction: reactants, conditions, products, and yield The reactants are CNC(OC1=CC=C(C=C1)[N+](=O)[O-])=O (4-nitrophenyl methylcarbamate), C(C)(C)N(C(C)C)CC (N,N-diisopropylethylamine), ClC1=CC=C(C(=O)NN)C=C1 (4-chlorobenzoic acid hydrazide). Solvent: ClCCl (dichloromethane). Run at time 8 hour. Yields the product ClC1=CC=C(C(=O)NNC(=O)NC)C=C1 (2-(4-chlorobenzoyl)-N-methylhydrazinecarboxamide). Reaction SMILES: [CH3:1][NH:2][C:3](=O)[O:4]C1C=CC([N+]([O-])=O)=CC=1.C(N(CC)C(C)C)(C)C.[Cl:24][C:25]1[CH:34]=[CH:33][C:28]([C:29]([NH:31][NH2:32])=[O:30])=[CH:27][CH:26]=1>ClCCl>[Cl:24][C:25]1[CH:34]=[CH:33][C:28]([C:29]([NH:31][NH:32][C:3]([NH:2][CH3:1])=[O:4])=[O:30])=[CH:27][CH:26]=1. Procedure details: 575 mg (2.93 mmol) of 4-nitrophenyl methylcarbamate and 417 mg (3.22 mmol) of N,N-diisopropylethylamine are successively added to 500 mg (2.93 mmol) of 4-chlorobenzoic acid hydrazide in 15 ml dichloromethane and the mixture stirred overnight at room temperature. It is concentrated, the residue is purified by preparative HPLC [Method 9] and 410 mg (61% of theory) of the target compound are thus obtained. The reactants are C(=S)(Cl)Cl (Thiophosgene), C(CCCCCCCCCC)N (undecylamine), C([O-])([O-])=O.[K+].[K+] (potassium carbonate). The solvent is O (water). Run at time 45 minute. Product: C(CCCCCCCCCC)NC(=S)NCCCCCCCCCCC (N,N'-Diundecylthiourea). The yield is 60.7%. As a reaction SMILES: [C:1](Cl)(Cl)=[S:2].[CH2:5]([NH2:16])[CH2:6][CH2:7][CH2:8][CH2:9][CH2:10][CH2:11][CH2:12][CH2:13][CH2:14][CH3:15].C(=O)([O-])[O-].[K+].[K+]>O>[CH2:5]([NH:16][C:1]([NH:16][CH2:5][CH2:6][CH2:7][CH2:8][CH2:9][CH2:10][CH2:11][CH2:12][CH2:13][CH2:14][CH3:15])=[S:2])[CH2:6][CH2:7][CH2:8][CH2:9][CH2:10][CH2:11][CH2:12][CH2:13][CH2:14][CH3:15] |f:2.3.4|. Procedure: Thiophosgene (10.9 mls, 0.14 moles) is added dropwise to a well stirred mixture of undecylamine (49.9 g, 0.29 moles) and water (400 mls). The mixture is heated to reflux following the addition. After 45 minutes the mixture is allowed to cool while potassium carbonate (20.0 g, 0.14 moles) is added in portions, and is then reheated to reflux. After three hours the mixture is cooled and the product is filtered off, triturated in 2N HCl, refiltered, rinsed with water, and dried. Recrystallization fr...